Task: describe an organic reaction: reactants, conditions, products, and yield. Dataset: the Open Reaction Database (ORD), a public repository of structured organic reaction records Reactants: CS(=O)(=O)c1ccc(CC(=O)O)cc1, C=[N+]=[N-]. The product is COC(=O)Cc1ccc(S(C)(=O)=O)cc1. As a reaction SMILES: [CH3:1][S:2](=[O:3])(=[O:4])[c:5]1[cH:6][cH:7][c:8]([CH2:11][C:12](=[O:13])[OH:14])[cH:9][cH:10]1.[N+:15](=[N-:16])=[CH2:17]>>[CH3:1][S:2](=[O:3])(=[O:4])[c:5]1[cH:6][cH:7][c:8]([CH2:11][C:12]([O:13][CH3:17])=[O:14])[cH:9][cH:10]1. Yield: 56.8%. Reaction conditions: temperature -10 celsius, time 30 minute. Yields the product C1(=CC=CC=C1)/C(/CN1C=NC=C1)=N\OCCCCC(=O)O ((E)-5-[1-phenyl-2-(imidazol-1-yl)ethylidene]aminoxypentanoic acid). Procedure details: Trifluoroacetic acid (1.3 ml) is added dropwise at -10° C. to 0.23 g (0.643 mmoles) of tert-butyl (E)-5-[1-phenyl-2-(imidazol-1-yl)ethylidene]aminoxypentanoate. The mixture is stirred at -10° C. for 1 hour and 30 minutes. A cooled saturated sodium hydrogencarbonate solution is added to the reaction mixture at 0° C. till pH=7 and the mixture is extracted with ethyl acetate. The aqueous phase is cooled, acidified with acetic acid and extracted twice with ethyl acetate. The organic phase is dried a... Reactants: FC(C(=O)O)(F)F (Trifluoroacetic acid), C1(=CC=CC=C1)/C(/CN1C=NC=C1)=N\OCCCCC(=O)OC(C)(C)C (tert-butyl (E)-5-[1-phenyl-2-(imidazol-1-yl)ethylidene]aminoxypentanoate), C(O)([O-])=O.[Na+] (sodium hydrogencarbonate). As a reaction SMILES: FC(F)(F)C(O)=O.[C:8]1(/[C:14](=[N:21]\[O:22][CH2:23][CH2:24][CH2:25][CH2:26][C:27]([O:29]C(C)(C)C)=[O:28])/[CH2:15][N:16]2[CH:20]=[CH:19][N:18]=[CH:17]2)[CH:13]=[CH:12][CH:11]=[CH:10][CH:9]=1.C(=O)([O-])O.[Na+]>>[C:8]1(/[C:14](=[N:21]\[O:22][CH2:23][CH2:24][CH2:25][CH2:26][C:27]([OH:29])=[O:28])/[CH2:15][N:16]2[CH:20]=[CH:19][N:18]=[CH:17]2)[CH:13]=[CH:12][CH:11]=[CH:10][CH:9]=1 |f:2.3|.